Dataset: the Open Reaction Database (ORD), a public repository of structured organic reaction records. Task: describe an organic reaction: reactants, conditions, products, and yield Reactants: OCCCBr, CCCCCCCC[N+](C)(CCCCCCCC)CCCCCCCC, Cc1ccccc1, [Cl-], Oc1c(Cl)cc(OCC=C(Cl)Cl)cc1Cl, [Na+], [OH-], O, O=S(=O)(O)O. The product is OCCCOc1c(Cl)cc(OCC=C(Cl)Cl)cc1Cl. As a reaction SMILES: [Br:1][CH2:2][CH2:3][CH2:4][OH:5].[CH2:29]([N+:30]([CH2:31][CH2:32][CH2:33][CH2:34][CH2:35][CH2:36][CH2:37][CH3:38])([CH2:39][CH2:40][CH2:41][CH2:42][CH2:43][CH2:44][CH2:45][CH3:46])[CH3:47])[CH2:48][CH2:49][CH2:50][CH2:51][CH2:52][CH2:53][CH3:54].[CH3:56][c:57]1[cH:58][cH:59][cH:60][cH:61][cH:62]1.[Cl-:28].[Cl:6][c:7]1[c:8]([OH:20])[c:9]([Cl:19])[cH:10][c:11]([O:13][CH2:14][CH:15]=[C:16]([Cl:17])[Cl:18])[cH:12]1.[Na+:22].[OH-:21].[OH2:55].[S:23](=[O:24])(=[O:25])([OH:26])[OH:27]>>[CH2:2]([CH2:3][CH2:4][OH:5])[O:20][c:8]1[c:7]([Cl:6])[cH:12][c:11]([O:13][CH2:14][CH:15]=[C:16]([Cl:17])[Cl:18])[cH:10][c:9]1[Cl:19]. Reactants: C(C)OC([C@H]1NCCC1)=O (proline ethyl ester), Cl(=O)(=O)(=O)[O-].CSC1=[S+]C=CS1 (2-methylthio-1,3-dithiolium perchlorate). The solvent is O1CCCC1 (tetrahydrofuran). The product is Cl(=O)(=O)(=O)[O-].S1C(SC=C1)=[N+]1C(CCC1)C(=O)OCC (1-(1,3-dithiol-2-ylidene)-2-ethoxycarbonylpyrrolidinium perchlorate). Yield: 76.0%. RXN SMILES: [CH2:1]([O:3][C:4](=[O:10])[C@@H:5]1[CH2:9][CH2:8][CH2:7][NH:6]1)[CH3:2].[Cl:11]([O-:15])(=[O:14])(=[O:13])=[O:12].CS[C:18]1[S:22][CH:21]=[CH:20][S+:19]=1>O1CCCC1>[Cl:11]([O-:15])(=[O:14])(=[O:13])=[O:12].[S:19]1[CH:20]=[CH:21][S:22][C:18]1=[N+:6]1[CH2:7][CH2:8][CH2:9][CH:5]1[C:4]([O:3][CH2:1][CH3:2])=[O:10] |f:1.2,4.5|. Procedure details: To 30 ml of tetrahydrofuran, 1.4 g of proline ethyl ester was dissolved, and 2.0 g of 2-methylthio-1,3-dithiolium perchlorate was gradually added under stirring at room temperature. The mixture was stirred at room temperature for 1 hour, and the precipitated crystals were collected by filtration and recrystallized from methanol-ethyl ether, whereby 2.1 g (yield: 76%) of 1-(1,3-dithiol-2-ylidene)-2-ethoxycarbonylpyrrolidinium perchlorate (Compound No. 41) was obtained as crystals having a melting... The reactants are COC(C)C1CCCN1Cc1ccc([N+](=O)[O-])cc1, CO, NN, O. Yields the product COC(C)C1CCCN1Cc1ccc(N)cc1. RXN SMILES: [CH3:1][O:2][CH:3]([CH3:4])[CH:5]1[N:6]([CH2:10][c:11]2[cH:12][cH:13][c:14]([N+:17]([O-:18])=[O:19])[cH:15][cH:16]2)[CH2:7][CH2:8][CH2:9]1.[CH3:23][OH:24].[NH2:21][NH2:22].[OH2:20]>>[CH3:1][O:2][CH:3]([CH3:4])[CH:5]1[N:6]([CH2:10][c:11]2[cH:12][cH:13][c:14]([NH2:17])[cH:15][cH:16]2)[CH2:7][CH2:8][CH2:9]1.